Dataset: the Open Reaction Database (ORD), a public repository of structured organic reaction records. Task: describe an organic reaction: reactants, conditions, products, and yield Starting materials: δ, FC1=CC=C(C=C1)O (4-fluorophenol), FC1=C(C=CC=C1)C(CCCCCN1CCC(CC1)C=1C=C(C=CC1)NC(C(C)C)=O)O (N-(3-{1-[6-(2-fluorophenyl)-6-hydroxyhexyl]-4-piperidinyl}phenyl)-2-methylpropanamide), Cl (HCl). The product is FC1=CC=C(OC(CCCCCN2CCC(CC2)C=2C=C(C=CC2)NC(C(C)C)=O)C2=C(C=CC=C2)F)C=C1 (N-(3-{1-[6-(4-FLUOROPHENOXY)-6-(2-FLUOROPHENYL)HEXYL]-4-PIPERIDINYL}PHENYL)-2-METHYLPROPANAMIDE). RXN SMILES: [F:1][C:2]1[CH:7]=[CH:6][C:5]([OH:8])=[CH:4][CH:3]=1.[F:9][C:10]1[CH:15]=[CH:14][CH:13]=[CH:12][C:11]=1[CH:16](O)[CH2:17][CH2:18][CH2:19][CH2:20][CH2:21][N:22]1[CH2:27][CH2:26][CH:25]([C:28]2[CH:29]=[C:30]([NH:34][C:35](=[O:39])[CH:36]([CH3:38])[CH3:37])[CH:31]=[CH:32][CH:33]=2)[CH2:24][CH2:23]1.Cl>>[F:1][C:2]1[CH:7]=[CH:6][C:5]([O:8][CH:16]([C:11]2[CH:12]=[CH:13][CH:14]=[CH:15][C:10]=2[F:9])[CH2:17][CH2:18][CH2:19][CH2:20][CH2:21][N:22]2[CH2:23][CH2:24][CH:25]([C:28]3[CH:29]=[C:30]([NH:34][C:35](=[O:39])[CH:36]([CH3:38])[CH3:37])[CH:31]=[CH:32][CH:33]=3)[CH2:26][CH2:27]2)=[CH:4][CH:3]=1. Procedure details: Prepared by Procedure A and Scheme AN using 4-fluorophenol and N-(3-{1-[6-(2-fluorophenyl)-6-hydroxyhexyl]-4-piperidinyl}phenyl)-2-methylpropanamide: 1H NMR (400 MHz, CDCl3), HCl salt δ 7.72–6.72 (m, 12H), 5.42–5.34 (m, 1H), 3.68–3.58 (m, br, 2H), 3.02–2.92 (m, 2H), 2.802.46 (m, 6H), 2.05–1.78 (m, 6H), 1.68–1.56 (m, 1H), 1.56–1.38 (m, 3H), 1.25 (d, 6H, J=6.8 Hz); ESMS m/e: 535.1 (M+H)+. Reactants: C(C)(C)O (isopropanol), CS(=O)(=O)OCCCOC=1C(=CC2=C(C(=CC(O2)=O)C)C1)OC (6-[3-(methanesulfonyloxy)propoxy]-7-methoxy-4-methyl-2H-1-benzopyran-2-one), C(\C=C\C(=O)[O-])(=O)[O-] (Fumarate), C1(=CC=CC=C1)N1CCNCC1 (1-phenylpiperazine). The solvent is C(C)O (ethanol), CC(=O)C (acetone), C(C)O (ethanol). The product is COC1=CC2=C(C(=CC(O2)=O)C)C=C1OCCCN1CCN(CC1)C1=CC=CC=C1 (7-methoxy-4-methyl-6-[3-(4-phenyl-1-piperazinyl)propoxy]-2H-1-benzopyran-2-one). Isolated yield 77.0%. As a reaction SMILES: CS(O[CH2:6][CH2:7][CH2:8][O:9][C:10]1[C:11]([O:22][CH3:23])=[CH:12][C:13]2[O:18][C:17](=[O:19])[CH:16]=[C:15]([CH3:20])[C:14]=2[CH:21]=1)(=O)=O.[C:24]1([N:30]2[CH2:35][CH2:34][NH:33][CH2:32][CH2:31]2)[CH:29]=[CH:28][CH:27]=[CH:26][CH:25]=1.C(O)(C)C.C([O-])(=O)/C=C/C([O-])=O>CC(C)=O.C(O)C>[CH3:23][O:22][C:11]1[C:10]([O:9][CH2:8][CH2:7][CH2:6][N:33]2[CH2:34][CH2:35][N:30]([C:24]3[CH:29]=[CH:28][CH:27]=[CH:26][CH:25]=3)[CH2:31][CH2:32]2)=[CH:21][C:14]2[C:15]([CH3:20])=[CH:16][C:17](=[O:19])[O:18][C:13]=2[CH:12]=1. Procedure details: Method B (32 h at 50° C.); starting materials: 6-[3-(methanesulfonyloxy)propoxy]-7-methoxy-4-methyl-2H-1-benzopyran-2-one (example 74) and 1-phenylpiperazine; yield 77%; fusion point 137°-140° C. (from isopropanol and ethanol). Fumarate: method E; yield 79%; fusion point 195°-200° C. (from ethanol and acetone).